The task is: describe an organic reaction: reactants, conditions, products, and yield. This data is from the Open Reaction Database (ORD), a public repository of structured organic reaction records. Product: COC(C1=C(C=C(C=C1)C=1NC2=C(C(=CC=C2C1CC)Cl)F)O)=O (4-(6-chloro-3-ethyl-7-fluoro-1H-indol-2-yl)-2-hydroxy-benzoic acid methyl ester). Reaction conditions: temperature 120 celsius. Reagents/catalysts: [Cl-].[Zn+2].[Cl-] (zinc chloride). Solvent: C(C)(=O)O (acetic acid). Reaction SMILES: [CH3:1][O:2][C:3](=[O:16])[C:4]1[CH:9]=[CH:8][C:7]([C:10](=O)[CH2:11][CH2:12][CH3:13])=[CH:6][C:5]=1[OH:15].[Cl:17][C:18]1[C:19]([F:26])=[C:20]([NH:24]N)[CH:21]=[CH:22][CH:23]=1>C(O)(=O)C.[Cl-].[Zn+2].[Cl-]>[CH3:1][O:2][C:3](=[O:16])[C:4]1[CH:9]=[CH:8][C:7]([C:10]2[NH:24][C:20]3[C:21]([C:11]=2[CH2:12][CH3:13])=[CH:22][CH:23]=[C:18]([Cl:17])[C:19]=3[F:26])=[CH:6][C:5]=1[OH:15] |f:3.4.5|. The reactants are COC(C1=C(C=C(C=C1)C(CCC)=O)O)=O (4-butyryl-2-hydroxy-benzoic acid methyl ester), ClC=1C(=C(C=CC1)NN)F ((3-chloro-2-fluoro-phenyl)-hydrazine). Procedure details: A mixture of 4-butyryl-2-hydroxy-benzoic acid methyl ester (60 mg, 0.27 mmol), (3-chloro-2-fluoro-phenyl)-hydrazine (Apollo Scientific, Ltd., 54 mg, 0.27 mmol), and zinc chloride (110 mg, 0.8 mmol) in acetic acid (2 mL) is purged with nitrogen for 5 minutes and then heated in a sealed tube at 120° C. for 2 hours. The mixture is cooled to room temperature and diluted with ethyl acetate. The resulting mixture is sequentially washed with saturated aqueous Na2CO3 and saturated aqueous NaCl, and fina... The reactants are FC1=C(CBr)C(=CC=C1)F (2,6-difluorobenzyl bromide), C[O-].[Na+] (sodium methoxide), CO (methanol), C[O-].[Na+] (sodium methoxide), CC=1C(=C(SC1C1=CC=C(C=C1)[N+](=O)[O-])NC(=O)NC1=CC=CC=C1)C(=O)OCC (ethyl 4-methyl-5-(4-nitrophenyl)-2-(3-phenylureido)thiophene-3-carboxylate). The solvent is C(C)#N (acetonitrile), O (water), C(C)#N (Acetonitrile). Run at time 1 hour. Yields the product FC1=C(CN2C(N(C(C3=C2SC(=C3C)C3=CC=C(C=C3)[N+](=O)[O-])=O)C3=CC=CC=C3)=O)C(=CC=C1)F (1-(2,6-difluorobenzyl)-5-methyl-6-(4-nitrophenyl)-3-phenylthieno[2,3-d]pyrimidine-2,4(1H, 3H)-dione). Yield: 88.1%. RXN SMILES: CO.C[O-].[Na+].[CH3:6][C:7]1[C:8]([C:31]([O:33]CC)=O)=[C:9]([NH:21][C:22]([NH:24][C:25]2[CH:30]=[CH:29][CH:28]=[CH:27][CH:26]=2)=[O:23])[S:10][C:11]=1[C:12]1[CH:17]=[CH:16][C:15]([N+:18]([O-:20])=[O:19])=[CH:14][CH:13]=1.[F:36][C:37]1[CH:44]=[CH:43][CH:42]=[C:41]([F:45])[C:38]=1[CH2:39]Br>C(#N)C.O>[F:36][C:37]1[CH:44]=[CH:43][CH:42]=[C:41]([F:45])[C:38]=1[CH2:39][N:21]1[C:9]2[S:10][C:11]([C:12]3[CH:13]=[CH:14][C:15]([N+:18]([O-:20])=[O:19])=[CH:16][CH:17]=3)=[C:7]([CH3:6])[C:8]=2[C:31](=[O:33])[N:24]([C:25]2[CH:30]=[CH:29][CH:28]=[CH:27][CH:26]=2)[C:22]1=[O:23] |f:1.2|. Procedure details: Acetonitrile (240 ml), methanol (150 ml) and 28% sodium methoxide (15.24 g, 78.97 mmol) were added to ethyl 4-methyl-5-(4-nitrophenyl)-2-(3-phenylureido)thiophene-3-carboxylate (30.00 g, 70.51 mmol), and the mixture was stirred for 1 hour while refluxing under heating. 2,6-difluorobenzyl bromide (17.52 g, 84.61 mmol) was dissolved in acetonitrile (60 ml), and the solution was added to the previous reaction mixture under refluxing. After refluxing under heating for 5 hours, 28% sodium methoxide (... Starting materials: CC(=O)O, CCOC(=O)c1cn(C2CC2)c2c(OC(F)F)c(F)c(F)c([N+](=O)[O-])c2c1=O, [H][H]. Product: CCOC(=O)c1cn(C2CC2)c2c(OC(F)F)c(F)c(F)c(N)c2c1=O. Reaction SMILES: [CH3:31][C:32](=[O:33])[OH:34].[CH:1]1([n:4]2[cH:5][c:6]([C:24](=[O:25])[O:26][CH2:27][CH3:28])[c:7](=[O:23])[c:8]3[c:9]([N+:20]([O-:21])=[O:22])[c:10]([F:19])[c:11]([F:18])[c:12]([O:14][CH:15]([F:16])[F:17])[c:13]23)[CH2:2][CH2:3]1.[H:29][H:30]>>[CH:1]1([n:4]2[cH:5][c:6]([C:24](=[O:25])[O:26][CH2:27][CH3:28])[c:7](=[O:23])[c:8]3[c:9]([NH2:20])[c:10]([F:19])[c:11]([F:18])[c:12]([O:14][CH:15]([F:16])[F:17])[c:13]23)[CH2:2][CH2:3]1. Starting materials: C1CCOC1, CC1(C)OCC(=O)Nc2ccc(-c3ccc(C#N)[nH]3)cc21, COc1ccc(P2(=S)SP(=S)(c3ccc(OC)cc3)S2)cc1, Cc1ccccc1. The product is CC1(C)OCC(=S)Nc2ccc(-c3ccc(C#N)[nH]3)cc21. As a reaction SMILES: [CH2:51]1[O:52][CH2:53][CH2:54][CH2:55]1.[CH3:1][C:2]1([CH3:21])[O:3][CH2:4][C:5](=[O:20])[NH:6][c:7]2[c:8]1[cH:9][c:10](-[c:13]1[cH:14][cH:15][c:16]([C:18]#[N:19])[nH:17]1)[cH:11][cH:12]2.[CH3:22][O:23][c:24]1[cH:25][cH:26][c:27]([P:28]2(=[S:31])[S:29][P:30]([c:32]3[cH:33][cH:34][c:35]([O:36][CH3:37])[cH:38][cH:39]3)(=[S:40])[S:41]2)[cH:42][cH:43]1.[CH3:44][c:45]1[cH:46][cH:47][cH:48][cH:49][cH:50]1>>[CH3:1][C:2]1([CH3:21])[O:3][CH2:4][C:5](=[S:31])[NH:6][c:7]2[c:8]1[cH:9][c:10](-[c:13]1[cH:14][cH:15][c:16]([C:18]#[N:19])[nH:17]1)[cH:11][cH:12]2.